This data is from the Open Reaction Database (ORD), a public repository of structured organic reaction records. The task is: describe an organic reaction: reactants, conditions, products, and yield The reactants are CO, CC1(c2cc([N+](=O)[O-])ccc2F)CCOC1. Product: CC1(c2cc(N)ccc2F)CCOC1. As a reaction SMILES: [CH3:17][OH:18].[F:1][c:2]1[c:3]([C:11]2([CH3:16])[CH2:12][O:13][CH2:14][CH2:15]2)[cH:4][c:5]([N+:8]([O-:9])=[O:10])[cH:6][cH:7]1>>[F:1][c:2]1[c:3]([C:11]2([CH3:16])[CH2:12][O:13][CH2:14][CH2:15]2)[cH:4][c:5]([NH2:8])[cH:6][cH:7]1.